Dataset: the Open Reaction Database (ORD), a public repository of structured organic reaction records. Task: describe an organic reaction: reactants, conditions, products, and yield The reactants are CC(C)(C)OC(=O)n1nc(Cn2nnc3c(Oc4cc(Cl)cc(C#N)c4Cl)c(Cl)ccc32)c2cccnc21, O=C(O)C(F)(F)F. Yields the product N#Cc1cc(Cl)cc(Oc2c(Cl)ccc3c2nnn3Cc2n[nH]c3ncccc23)c1Cl. As a reaction SMILES: [Cl:1][c:2]1[c:3]([O:28][c:29]2[c:30]([Cl:38])[c:31]([C:36]#[N:37])[cH:32][c:33]([Cl:35])[cH:34]2)[c:4]2[c:5]([n:6]([CH2:9][c:10]3[n:11][n:12]([C:19]([O:20][C:21]([CH3:22])([CH3:23])[CH3:24])=[O:25])[c:13]4[n:14][cH:15][cH:16][cH:17][c:18]34)[n:7][n:8]2)[cH:26][cH:27]1.[F:39][C:40]([F:41])([F:42])[C:43]([OH:44])=[O:45]>>[Cl:1][c:2]1[c:3]([O:28][c:29]2[c:30]([Cl:38])[c:31]([C:36]#[N:37])[cH:32][c:33]([Cl:35])[cH:34]2)[c:4]2[c:5]([n:6]([CH2:9][c:10]3[n:11][nH:12][c:13]4[n:14][cH:15][cH:16][cH:17][c:18]34)[n:7][n:8]2)[cH:26][cH:27]1.